From a dataset of the Open Reaction Database (ORD), a public repository of structured organic reaction records. describe an organic reaction: reactants, conditions, products, and yield Starting materials: C(C)(C)(C)OC(=O)N1CCC(CC1)NC1=CC=C(C=C1)S(N(C)CC1=CC=CC=C1)(=O)=O (4-[4-(benzyl-methyl-sulfamoyl)-phenylamino]-piperidine-1-carboxylic acid tert-butyl ester), BrCC1=CC(=CC=C1)C#N (α-bromo-m-tolunitrile). The product is C(C1=CC=CC=C1)N(S(=O)(=O)C1=CC=C(C=C1)N(C1CCNCC1)CC1=CC(=CC=C1)C#N)C (N-benzyl-4-[(3-cyano-benzyl)-piperidin-4-yl-amino]-N-methyl-benzenesulfonamide). RXN SMILES: C(OC([N:8]1[CH2:13][CH2:12][CH:11]([NH:14][C:15]2[CH:20]=[CH:19][C:18]([S:21](=[O:32])(=[O:31])[N:22]([CH2:24][C:25]3[CH:30]=[CH:29][CH:28]=[CH:27][CH:26]=3)[CH3:23])=[CH:17][CH:16]=2)[CH2:10][CH2:9]1)=O)(C)(C)C.Br[CH2:34][C:35]1[CH:40]=[CH:39][CH:38]=[C:37]([C:41]#[N:42])[CH:36]=1>>[CH2:24]([N:22]([CH3:23])[S:21]([C:18]1[CH:17]=[CH:16][C:15]([N:14]([CH2:34][C:35]2[CH:40]=[CH:39][CH:38]=[C:37]([C:41]#[N:42])[CH:36]=2)[CH:11]2[CH2:12][CH2:13][NH:8][CH2:9][CH2:10]2)=[CH:20][CH:19]=1)(=[O:31])=[O:32])[C:25]1[CH:26]=[CH:27][CH:28]=[CH:29][CH:30]=1. Reported procedure: Using general procedure H with the above amine (790 mg, 1.72 mmol) and α-bromo-m-tolunitrile (660 mg, 3.37 mmol) and then using general procedure C gave N-benzyl-4-[(3-cyano-benzyl)-piperidin-4-yl-amino]-N-methyl-benzenesulfonamide as a white foam (202 mg, 25% over 2 steps). The reactants are C([O-])([O-])=O.[K+].[K+] (potassium carbonate), C(C1=CC=CC=C1)N1C=NC=2N(C(NC(C12)=O)=O)C (7-benzyl-3-methylxanthine), O(C1=CC=CC=C1)CCBr (2-phenoxyethyl bromide). Run in CN(C=O)C (dimethylformamide). Run at time 1 hour. Yields the product C(C1=CC=CC=C1)N1C=NC=2N(C(N(C(C12)=O)CCOC1=CC=CC=C1)=O)C (7-Benzyl-3-methyl-1-(2-phenoxyethyl)xanthine). As a reaction SMILES: C(=O)([O-])[O-].[K+].[K+].[CH2:7]([N:14]1[C:22]2[C:21](=[O:23])[NH:20][C:19](=[O:24])[N:18]([CH3:25])[C:17]=2[N:16]=[CH:15]1)[C:8]1[CH:13]=[CH:12][CH:11]=[CH:10][CH:9]=1.[O:26]([CH2:33][CH2:34]Br)[C:27]1[CH:32]=[CH:31][CH:30]=[CH:29][CH:28]=1>CN(C)C=O>[CH2:7]([N:14]1[C:22]2[C:21](=[O:23])[N:20]([CH2:34][CH2:33][O:26][C:27]3[CH:32]=[CH:31][CH:30]=[CH:29][CH:28]=3)[C:19](=[O:24])[N:18]([CH3:25])[C:17]=2[N:16]=[CH:15]1)[C:8]1[CH:13]=[CH:12][CH:11]=[CH:10][CH:9]=1 |f:0.1.2|. Procedure: 2.6 g (18.72 mmol) of potassium carbonate were added at 60° C. to a suspension of 3.0 g (11.7 mmol) of 7-benzyl-3-methylxanthine (prepared according to Example 1a) in 70 ml of dimethylformamide and the mixture was stirred at this temperature for one hour. 3.1 g (15.21 mmol) of 2-phenoxyethyl bromide were then added dropwise and the mixture was stirred at 80° C. for 5 hours. The crude mixture was then filtered, the filtrate was concentrated under reduced pressure, the residue was taken up in dich... The reactants are ClC1=CC=C(CO)C=C1 (4-Chlorobenzyl alcohol), [H-].[Na+] (sodium hydride), BrCCCCCCl (1-bromo-5-chloropentane). The product is ClC1=CC=C(COCCCCCCl)C=C1 (5-(4-chlorobenzyloxy)pentyl chloride). The yield is 48.3%. Reaction SMILES: [Cl:1][C:2]1[CH:9]=[CH:8][C:5]([CH2:6][OH:7])=[CH:4][CH:3]=1.[H-].[Na+].Br[CH2:13][CH2:14][CH2:15][CH2:16][CH2:17][Cl:18]>>[Cl:1][C:2]1[CH:9]=[CH:8][C:5]([CH2:6][O:7][CH2:13][CH2:14][CH2:15][CH2:16][CH2:17][Cl:18])=[CH:4][CH:3]=1 |f:1.2|. Procedure: 4-Chlorobenzyl alcohol (4.3 g), 60% sodium hydride (1.8 g) and 1-bromo-5-chloropentane (6.0 g) were reacted and treated in the same manner as in Example 96 to give 3.6 g of 5-(4-chlorobenzyloxy)pentyl chloride. Starting materials: solution, C(CCC)[Li] (butyllithium), CCCCCC (hexane), C[Si](C)(C)C1(C=CC=C1)[Si](C)(C)C (Bis(trimethylsilyl)cyclopentadiene), ClP(C1=CC=CC=C1)C1=CC=CC=C1 (chlorodiphenylphosphine). Solvent: CCOCC (ether). Run at time 1 hour. The product is C[Si](C)(C)C1(C=CC=C1P(C1=CC=CC=C1)C1=CC=CC=C1)[Si](C)(C)C (Bis(trimethylsilyl)(diphenylphosphino)cyclopentadiene). The yield is 92.2%. As a reaction SMILES: C([Li])CCC.CCCCCC.[CH3:12][Si:13]([C:16]1([Si:21]([CH3:24])([CH3:23])[CH3:22])[CH:20]=[CH:19][CH:18]=[CH:17]1)([CH3:15])[CH3:14].Cl[P:26]([C:33]1[CH:38]=[CH:37][CH:36]=[CH:35][CH:34]=1)[C:27]1[CH:32]=[CH:31][CH:30]=[CH:29][CH:28]=1>CCOCC>[CH3:22][Si:21]([C:16]1([Si:13]([CH3:12])([CH3:14])[CH3:15])[C:20]([P:26]([C:33]2[CH:34]=[CH:35][CH:36]=[CH:37][CH:38]=2)[C:27]2[CH:32]=[CH:31][CH:30]=[CH:29][CH:28]=2)=[CH:19][CH:18]=[CH:17]1)([CH3:24])[CH3:23]. Procedure: 76.6 ml of a 2.5 molar solution of butyllithium in hexane (0.19 moles) were added over 10 min at 0° C. to a solution of compound 1 (40.2 g, 0.19 moles) in 500 ml of ether. When the addition was complete. the bath was removed and the solution was stirred for 1 h at room temperature. After cooling to 0° C., 42.2 g (0.19 moles) of chlorodiphenylphosphine were added over 10 min, after which the bath was removed and the suspension was heated to room temperature. After stirring for 1 hour at room temp...